From a dataset of the Open Reaction Database (ORD), a public repository of structured organic reaction records. describe an organic reaction: reactants, conditions, products, and yield Run in O (water), C1CCOC1 (THF), O (water). The product is ClC=1C=C(C=CC1)C1=NNC(C2=CC=CC=C12)=O (4-(3-chlorophenyl)phthalazin-1(2H)-one). The reactants are ClC1=NNC(C2=CC=CC=C12)=O (1-chlorophthalazine-4-one), ClC=1C=C(C=CC1)B(O)O (3-chlorophenyl boronic acid), [O-]P(=O)([O-])[O-].[K+].[K+].[K+] (K3PO4), N#N (N2), tri(dibenzylideneacetone) dipalladium. Procedure: A solution of 1-chlorophthalazine-4-one (1.0 g, 5.5 mmol), 3-chlorophenyl boronic acid (1.3 g, 8.3 mmol), tricyclohexyphosphine (0.058 g, 0.27 mmol), and K3PO4 (2.3 g, 11.0 mmol) in THF (20 mL) and water (5 mL) was degassed with N2 for 30 min then treated with tri(dibenzylideneacetone)-dipalladium (0.050 g, 0.05 mmol) and heated at reflux overnight. The reaction mixture was diluted with water (100 mL) and the product extracted with EtOAc (2×100 mL). The organics were washed with brine, dried ove... RXN SMILES: Cl[C:2]1[C:11]2[C:6](=[CH:7][CH:8]=[CH:9][CH:10]=2)[C:5](=[O:12])[NH:4][N:3]=1.[Cl:13][C:14]1[CH:15]=[C:16](B(O)O)[CH:17]=[CH:18][CH:19]=1.[O-]P([O-])([O-])=O.[K+].[K+].[K+].N#N>C1COCC1.O>[Cl:13][C:14]1[CH:19]=[C:18]([C:2]2[C:11]3[C:6](=[CH:7][CH:8]=[CH:9][CH:10]=3)[C:5](=[O:12])[NH:4][N:3]=2)[CH:17]=[CH:16][CH:15]=1 |f:2.3.4.5|. Isolated yield 85.0%.